Dataset: the Open Reaction Database (ORD), a public repository of structured organic reaction records. Task: describe an organic reaction: reactants, conditions, products, and yield Starting materials: ClC1=C(CCNC(=O)C2=CC=C(OC3=C(C=C(C=C3)CC(=O)OC(C)(C)C)C#N)C=C2)C(=CC=C1)Cl (tert-Butyl 2-(4-(4-((2,6-dichlorophenethyl)carbamoyl)phenoxy)-3-cyanophenyl)acetate), C(=O)(C(F)(F)F)O (TFA). The solvent is ClCCl (dichloromethane). Conditions: time 45 minute. Yields the product C(#N)C=1C=C(C=CC1OC1=CC=C(C=C1)C(NCCC1=C(C=CC=C1Cl)Cl)=O)CC(=O)O (2-(3-cyano-4-(4-(2,6-dichlorophenethylcarbamoyl)phenoxy)phenyl)acetic acid). The yield is 111.5%. Reaction SMILES: [Cl:1][C:2]1[CH:35]=[CH:34][CH:33]=[C:32]([Cl:36])[C:3]=1[CH2:4][CH2:5][NH:6][C:7]([C:9]1[CH:31]=[CH:30][C:12]([O:13][C:14]2[CH:19]=[CH:18][C:17]([CH2:20][C:21]([O:23]C(C)(C)C)=[O:22])=[CH:16][C:15]=2[C:28]#[N:29])=[CH:11][CH:10]=1)=[O:8].C(O)(C(F)(F)F)=O>ClCCl>[C:28]([C:15]1[CH:16]=[C:17]([CH2:20][C:21]([OH:23])=[O:22])[CH:18]=[CH:19][C:14]=1[O:13][C:12]1[CH:30]=[CH:31][C:9]([C:7](=[O:8])[NH:6][CH2:5][CH2:4][C:3]2[C:2]([Cl:1])=[CH:35][CH:34]=[CH:33][C:32]=2[Cl:36])=[CH:10][CH:11]=1)#[N:29]. Procedure details: tert-Butyl 2-(4-(4-((2,6-dichlorophenethyl)carbamoyl)phenoxy)-3-cyanophenyl)acetate (34 mg, 0.065 mmol) was dissolved in dichloromethane (1 ml) and TFA (1 ml) was added. After stirring for 45 minutes, the mixture was concentrated under reduced pressure to give 2-(3-cyano-4-(4-(2,6-dichlorophenethylcarbamoyl)phenoxy)phenyl)acetic acid (0.034 g). Reaction conditions: time 48 hour. As a reaction SMILES: [CH2:1]([O:5][C:6]([C:8]1[N:9]=[C:10]([OH:19])[C:11]2[C:16]([C:17]=1[OH:18])=[CH:15][CH:14]=[CH:13][CH:12]=2)=[O:7])[CH2:2][CH2:3][CH3:4].[C:20]1([CH2:26]Br)[CH:25]=[CH:24][CH:23]=[CH:22][CH:21]=1.CO[Na]>>[CH2:1]([O:5][C:6]([C:8]1[N:9]=[C:10]([OH:19])[C:11]2[C:16]([C:17]=1[O:18][CH2:26][C:20]1[CH:25]=[CH:24][CH:23]=[CH:22][CH:21]=1)=[CH:15][CH:14]=[CH:13][CH:12]=2)=[O:7])[CH2:2][CH2:3][CH3:4]. The product is C(CCC)OC(=O)C=1N=C(C2=CC=CC=C2C1OCC1=CC=CC=C1)O (4-Benzyloxy-1-hydroxy-isoquinoline-3-carboxylic acid butyl ester). Reported procedure: A mixture of 1,4-dihydroxy-isoquinoline-3-carboxylic acid butyl ester (26.13 g, 100 mmol; Example D-20 b), PhCH2Br (18.2 ml, 150 mmol), MeONa (0.5 M in MeOH, 200 ml, 100 mmol) was stirred at ambient temperature for 48 h. Then the solvent was evaporated and EtOAc (100 ml) was added to the residue. The mixture was stirred vigorously for 10 min before it was filtered. The filtrate was washed with aqueous 2.5N NaOH (2×100 ml) and aqueous 2N HCl (1×100 ml). The organic phase was dried over MgSO4 and ... Starting materials: C(CCC)OC(=O)C=1N=C(C2=CC=CC=C2C1O)O (1,4-dihydroxy-isoquinoline-3-carboxylic acid butyl ester), C1(=CC=CC=C1)CBr (PhCH2Br), CO[Na] (MeONa). Yield: 30.7%. Starting materials: BrC=1C=C(C#N)C=CC1 (3-bromobenzonitrile), [Cl-].C(C)(C)(C)OC(C[Zn+])=O ((2-(tert-butoxy)-2-oxoethyl)zinc(II) chloride), C1(CCCCC1)P(C1=C(C=CC=C1)C=1C(=CC=CC1)N(C)C)C1CCCCC1 (2′-(dicyclohexylphosphino)-N,N-dimethyl-[1,1′-biphenyl]-2-amine). The reagents and catalysts are C=1C=CC(=CC1)/C=C/C(=O)/C=C/C2=CC=CC=C2.C=1C=CC(=CC1)/C=C/C(=O)/C=C/C2=CC=CC=C2.[Pd] (Pd(dba)2). Run in C1CCOC1 (THF). The product is C(#N)C=1C=C(C=CC1)CC(=O)OC(C)(C)C (tert-butyl 2-(3-cyanophenyl)acetate). The yield is 85.9%. RXN SMILES: Br[C:2]1[CH:3]=[C:4]([CH:7]=[CH:8][CH:9]=1)[C:5]#[N:6].[Cl-].[C:11]([O:15][C:16](=[O:19])[CH2:17][Zn+])([CH3:14])([CH3:13])[CH3:12].C1(P(C2CCCCC2)C2C=CC=CC=2C2C(N(C)C)=CC=CC=2)CCCCC1>C1COCC1.C1C=CC(/C=C/C(/C=C/C2C=CC=CC=2)=O)=CC=1.C1C=CC(/C=C/C(/C=C/C2C=CC=CC=2)=O)=CC=1.[Pd]>[C:5]([C:4]1[CH:3]=[C:2]([CH2:17][C:16]([O:15][C:11]([CH3:14])([CH3:13])[CH3:12])=[O:19])[CH:9]=[CH:8][CH:7]=1)#[N:6] |f:1.2,5.6.7|. Procedure details: Combined 3-bromobenzonitrile (1500 mg, 8.24 mmol), 0.5 M (2-(tert-butoxy)-2-oxoethyl)zinc(II) chloride (24.72 mL, 12.36 mmol), 2′-(dicyclohexylphosphino)-N,N-dimethyl-[1,1′-biphenyl]-2-amine (324 mg, 0.824 mmol) and Pd(dba)2 (237 mg, 0.412 mmol) in THF (25 mL) and heated at 100° in an oil bath for 14 h. The reaction solution was concentrated onto Celite® and chromatographed on a 120 g silica gel column eluted with 0 to 50% EtOAc in hexanes to give the title compound (1.537 g, 86% yield) as a yel... Starting materials: CN1N=C(C(=C1C#N)[N+](=O)[O-])C (1,3-dimethyl-4-nitropyrazole-5-carbonitrile), S(O)(O)(=O)=O (sulfuric acid), ice. Run in O (water). Product: CN1N=C(C(=C1C(=O)N)[N+](=O)[O-])C (1,3-dimethyl-4-nitropyrazole-5-carboxamide). RXN SMILES: [CH3:1][N:2]1[C:6]([C:7]#[N:8])=[C:5]([N+:9]([O-:11])=[O:10])[C:4]([CH3:12])=[N:3]1.S(=O)(=O)(O)[OH:14]>O>[CH3:1][N:2]1[C:6]([C:7]([NH2:8])=[O:14])=[C:5]([N+:9]([O-:11])=[O:10])[C:4]([CH3:12])=[N:3]1. Procedure: 27.2 g of 1,3-dimethyl-4-nitropyrazole-5-carbonitrile and 65 ml of concentrated sulfuric acid are stirred at 80° C. for 6 hours. The mixture is poured into 700 g of ice and water, and the precipitate is filtered off and suspended in ice-water; the suspension is neutralized with sodium bicarbonate to yield 27.3 g of 1,3-dimethyl-4-nitropyrazole-5-carboxamide, mp 164° to 165° C. Reactants: C(C)OC(C(CC1=CC=C(C=C1)O)(OC1=C(C=CC=C1)C)C)=O (3-(4-Hydroxyphenyl)-2-methyl-2-o-tolyloxy-propionic acid ethyl ester), CC1=C(N=C(O1)C=1SC=CC1)CCOS(=O)(=O)C1=CC=C(C=C1)C (toluene-4-sulfonic acid 2-(5-methyl-2-thiophen-2-yl-oxazol-4-yl)-ethyl ester), C27H28NO5S. The product is CC(C(=O)O)(CC1=CC=C(C=C1)OCCC=1N=C(OC1C)C=1SC=CC1)OC1=C(C=CC=C1)C (2-Methyl-3-{4-[2-(5-methyl-2-thiophen-2-yl-oxazol-4-yl)-ethoxy]-phenyl}-2-o-tolyloxy-propionic acid). Reaction SMILES: C([O:3][C:4](=[O:23])[C:5]([CH3:22])([O:14][C:15]1[CH:20]=[CH:19][CH:18]=[CH:17][C:16]=1[CH3:21])[CH2:6][C:7]1[CH:12]=[CH:11][C:10]([OH:13])=[CH:9][CH:8]=1)C.[CH3:24][C:25]1[O:29][C:28]([C:30]2[S:31][CH:32]=[CH:33][CH:34]=2)=[N:27][C:26]=1[CH2:35][CH2:36]OS(C1C=CC(C)=CC=1)(=O)=O>>[CH3:22][C:5]([O:14][C:15]1[CH:20]=[CH:19][CH:18]=[CH:17][C:16]=1[CH3:21])([CH2:6][C:7]1[CH:8]=[CH:9][C:10]([O:13][CH2:36][CH2:35][C:26]2[N:27]=[C:28]([C:30]3[S:31][CH:32]=[CH:33][CH:34]=3)[O:29][C:25]=2[CH3:24])=[CH:11][CH:12]=1)[C:4]([OH:3])=[O:23]. Procedure details: The title compound was prepared using the representative Standard Procedure (E) from 3-(4-Hydroxyphenyl)-2-methyl-2-o-tolyloxy-propionic acid ethyl ester and toluene-4-sulfonic acid 2-(5-methyl-2-thiophen-2-yl-oxazol-4-yl)-ethyl ester. 1H NMR (400 MHz, CDCl3): • 7.59 (dd, 1H, J=3.91 Hz, 1.17 Hz), 7.36 (dd, 1H, J=3.91 Hz, 1.17 Hz), 7.14-7.11 (m, 3H), 7.08-7.04 (m, 2H), 6.91 (t, 1H, J=7.43 Hz), 6.82-6.77 (m, 3H), 4.15 (t, 2H, J=6.65 Hz), 3.25 (d, 1H, J=14.08 Hz), 3.19 (d, 1H, J=14.08 Hz), 2.94 (t,... The yield is 89.1%. The reactants are FC1=CC=C(CC2=CC(=NN2CC(=O)OC(C)(C)C)C=2N=NN(C2)CC2=CC=C(C=C2)OC)C=C1 (tert-butyl {5-(4-fluorobenzyl)-3-[1-(4-methoxybenzyl)-1H-1,2,3-triazol-4-yl]-1H-pyrazol-1-yl}acetate), CO.C1CCOC1 (MeOH THF), [OH-].[Na+] (NaOH). The product is FC1=CC=C(CC2=CC(=NN2CC(=O)O)C=2N=NN(C2)CC2=CC=C(C=C2)OC)C=C1 ({5-(4-fluorobenzyl)-3-[1-(4-methoxybenzyl)-1H-1,2,3-triazol-4-yl]-1H-pyrazol-1-yl}acetic acid). Procedure: To a solution of tert-butyl {5-(4-fluorobenzyl)-3-[1-(4-methoxybenzyl)-1H-1,2,3-triazol-4-yl]-1H-pyrazol-1-yl}acetate (14.0 g, 29.3 mmol) in mixed solvent of MeOH/THF (60 mL/20 mL) was added a solution of NaOH (3.5 g, 88 mmol) in H2O (20 mL) and the reaction mixture was stirred at room temperature for an hour. The mixture was evaporated and the residue was diluted with water (100 mL) and washed with EtOAc (2×100 mL). The aqueous layer was adjusted to pH=3-4 with conc. HCl. The precipitate was fi... Run in O (H2O). As a reaction SMILES: [F:1][C:2]1[CH:35]=[CH:34][C:5]([CH2:6][C:7]2[N:11]([CH2:12][C:13]([O:15]C(C)(C)C)=[O:14])[N:10]=[C:9]([C:20]3[N:21]=[N:22][N:23]([CH2:25][C:26]4[CH:31]=[CH:30][C:29]([O:32][CH3:33])=[CH:28][CH:27]=4)[CH:24]=3)[CH:8]=2)=[CH:4][CH:3]=1.CO.C1COCC1.[OH-].[Na+]>O>[F:1][C:2]1[CH:3]=[CH:4][C:5]([CH2:6][C:7]2[N:11]([CH2:12][C:13]([OH:15])=[O:14])[N:10]=[C:9]([C:20]3[N:21]=[N:22][N:23]([CH2:25][C:26]4[CH:27]=[CH:28][C:29]([O:32][CH3:33])=[CH:30][CH:31]=4)[CH:24]=3)[CH:8]=2)=[CH:34][CH:35]=1 |f:1.2,3.4|. The reactants are [N+](=O)(O)[O-] (HNO3), C(CC1=CC(OC)=C(OC)C=C1)O (homoveratryl alcohol), C(=O)(O)[O-].[Na+] (NaHCO3). Run in O (H2O), C(C)(=O)O (acetic acid). Run at temperature -10 celsius, time 6 minute. The product is COC1=CC(=C(C=C1OC)CCO)[N+](=O)[O-] (2-(4,5-dimethoxy-2-nitrophenyl)ethanol). The yield is 56.0%. Reaction SMILES: [N+:1]([O-:4])(O)=[O:2].[CH2:5]([OH:17])[CH2:6][C:7]1[CH:16]=[CH:15][C:12]([O:13][CH3:14])=[C:9]([O:10][CH3:11])[CH:8]=1.C([O-])(O)=O.[Na+]>C(O)(=O)C.O>[CH3:14][O:13][C:12]1[C:9]([O:10][CH3:11])=[CH:8][C:7]([CH2:6][CH2:5][OH:17])=[C:16]([N+:1]([O-:4])=[O:2])[CH:15]=1 |f:2.3|. Procedure details: For 6 min, conc. HNO3 (4.8 ml, 65%, d=1.4) was added dropwise to a mixture of homoveratryl alcohol (3.02 g, 16.6 mmol) in glacial acetic acid (30 ml) under stirring, this mixture having been cooled to -10° C. (common salt/ice) It was then allowed to warm up to 23° C. in 30 min. After being stirred for 1 h at this temperature, the mixture was diluted with H2O, neutralized with NaHCO3 and extracted with EtOAc (3×30 ml). The combined organic phases were dried over Na2SO4, filtered and concentrated ... Reactants: C, [H][H], NC(=O)c1cccn2cc(-c3ccc([N+](=O)[O-])cc3)nc12, [Pd]. Product: NC(=O)c1cccn2cc(-c3ccc(N)cc3)nc12. As a reaction SMILES: [C:24].[H:22][H:23].[N+:1]([O-:2])(=[O:3])[c:4]1[cH:5][cH:6][c:7](-[c:10]2[n:11][c:12]3[n:13]([cH:14][cH:15][cH:16][c:17]3[C:18](=[O:19])[NH2:20])[cH:21]2)[cH:8][cH:9]1.[Pd:25]>>[NH2:1][c:4]1[cH:5][cH:6][c:7](-[c:10]2[n:11][c:12]3[n:13]([cH:14][cH:15][cH:16][c:17]3[C:18](=[O:19])[NH2:20])[cH:21]2)[cH:8][cH:9]1. Reactants: BrC=1C=C(C(=NC1)Cl)C(=O)Cl (5-bromo-2-chloro-3-pyridinecarbonyl chloride), BrC=1C=C(C(=NC1)O)C(=O)O (5-bromo-2-hydroxy-3-pyridinecarboxylic acid), O=S(Cl)Cl (SOCl2), NC=1C(=NC(=CC1)C(F)(F)F)NCC (3-amino-2-(ethylamino)-6-trifluoromethyl pyridine), C(=O)(O)[O-].[Na+] (NaHCO3), ice H2O. The solvent is CC#N (MeCN). Reaction conditions: time 5 minute. Yields the product ClC1=NC=C(C=C1C(=O)NC=1C(=NC(=CC1)C(F)(F)F)NCC)Br (2-Chloro-N-{2-(ethylamino)-6-(trifluoromethyl)-3-pyridinyl}-5-bromo-3-pyridinecarboxamide), solid. Yield: 77.0%. Reaction SMILES: [NH2:1][C:2]1[C:3]([NH:12][CH2:13][CH3:14])=[N:4][C:5]([C:8]([F:11])([F:10])[F:9])=[CH:6][CH:7]=1.C([O-])(O)=O.[Na+].[Br:20][C:21]1[CH:22]=[C:23]([C:28](Cl)=[O:29])[C:24]([Cl:27])=[N:25][CH:26]=1.BrC1C=C(C(O)=O)C(O)=NC=1.O=S(Cl)Cl>CC#N>[Cl:27][C:24]1[C:23]([C:28]([NH:1][C:2]2[C:3]([NH:12][CH2:13][CH3:14])=[N:4][C:5]([C:8]([F:9])([F:10])[F:11])=[CH:6][CH:7]=2)=[O:29])=[CH:22][C:21]([Br:20])=[CH:26][N:25]=1 |f:1.2|. Procedure: To a cooled solution of 3-amino-2-(ethylamino)-6-trifluoromethyl pyridine (1 g, 4.9 mmol) in MeCN (24 mL) was added solid NaHCO3 (906 mg, 11 mmol). After 5 min, crude 5-bromo-2-chloro-3-pyridinecarbonyl chloride (prepared from 5-bromo-2-hydroxy-3-pyridinecarboxylic acid and SOCl2 [as described by T. W. Gero et al. in Synth. Commun. 1989,19,553-559 (incorporated herein by reference) but with omission of the aqueous work-up] was added (1 equiv., 4.9 mmol). After 2 h, the reaction mixture was poure...